From a dataset of the Open Reaction Database (ORD), a public repository of structured organic reaction records. describe an organic reaction: reactants, conditions, products, and yield Starting materials: O=C([O-])[O-], CN(C)C=O, O=C(Nc1cn2nc(I)ccc2n1)C1CC1, [K+], [K+], COC(=O)c1ccccc1S. Product: COC(=O)c1ccccc1Sc1ccc2nc(NC(=O)C3CC3)cn2n1. RXN SMILES: [C:28](=[O:29])([O-:30])[O-:31].[CH3:34][N:35]([CH3:36])[CH:37]=[O:38].[I:12][c:13]1[cH:14][cH:15][c:16]2[n:17]([n:18]1)[cH:19][c:20]([NH:22][C:23](=[O:24])[CH:25]1[CH2:26][CH2:27]1)[n:21]2.[K+:32].[K+:33].[SH:1][c:2]1[c:3]([C:4](=[O:5])[O:6][CH3:7])[cH:8][cH:9][cH:10][cH:11]1>>[S:1]([c:2]1[c:3]([C:4](=[O:5])[O:6][CH3:7])[cH:8][cH:9][cH:10][cH:11]1)[c:13]1[cH:14][cH:15][c:16]2[n:17]([n:18]1)[cH:19][c:20]([NH:22][C:23](=[O:24])[CH:25]1[CH2:26][CH2:27]1)[n:21]2.